This data is from the Open Reaction Database (ORD), a public repository of structured organic reaction records. The task is: describe an organic reaction: reactants, conditions, products, and yield Starting materials: CS(=O)(=O)c1ccc(C(=O)Cl)s1, CN(C)c1ccncc1, NC(=O)N1C(=O)Cc2cc(Cl)ccc21. The product is CS(=O)(=O)c1ccc(C(=O)C2C(=O)N(C(N)=O)c3ccc(Cl)cc32)s1. As a reaction SMILES: [CH3:15][S:16](=[O:17])(=[O:18])[c:19]1[cH:20][cH:21][c:22]([C:24](=[O:25])[Cl:26])[s:23]1.[CH3:27][N:28]([c:29]1[cH:30][cH:31][n:32][cH:33][cH:34]1)[CH3:35].[Cl:1][c:2]1[cH:3][c:4]2[c:8]([cH:9][cH:10]1)[N:7]([C:11](=[O:12])[NH2:13])[C:6](=[O:14])[CH2:5]2>>[Cl:1][c:2]1[cH:3][c:4]2[c:8]([cH:9][cH:10]1)[N:7]([C:11](=[O:12])[NH2:13])[C:6](=[O:14])[CH:5]2[C:24]([c:22]1[cH:21][cH:20][c:19]([S:16]([CH3:15])(=[O:17])=[O:18])[s:23]1)=[O:25]. Reactants: CO, [Cl-], CS(=O)(=O)Oc1ccc2c3c(ccc2c1)-c1ccc(F)cc1SC3c1ccc(OCCN2CCCCC2)cc1, [K+], [NH4+], [OH-]. Product: Cl, Oc1ccc2c3c(ccc2c1)-c1ccc(F)cc1SC3c1ccc(OCCN2CCCCC2)cc1. As a reaction SMILES: [CH3:44][OH:45].[Cl-:42].[F:1][c:2]1[cH:3][c:4]2[c:17]([cH:18][cH:19]1)-[c:16]1[c:7]([c:8]3[cH:9][cH:10][c:11]([O:20][S:21]([CH3:22])(=[O:23])=[O:24])[cH:12][c:13]3[cH:14][cH:15]1)[CH:6]([c:25]1[cH:26][cH:27][c:28]([O:31][CH2:32][CH2:33][N:34]3[CH2:35][CH2:36][CH2:37][CH2:38][CH2:39]3)[cH:29][cH:30]1)[S:5]2.[K+:41].[NH4+:43].[OH-:40]>>[ClH:42].[F:1][c:2]1[cH:3][c:4]2[c:17]([cH:18][cH:19]1)-[c:16]1[c:7]([c:8]3[cH:9][cH:10][c:11]([OH:20])[cH:12][c:13]3[cH:14][cH:15]1)[CH:6]([c:25]1[cH:26][cH:27][c:28]([O:31][CH2:32][CH2:33][N:34]3[CH2:35][CH2:36][CH2:37][CH2:38][CH2:39]3)[cH:29][cH:30]1)[S:5]2.